The task is: describe an organic reaction: reactants, conditions, products, and yield. This data is from the Open Reaction Database (ORD), a public repository of structured organic reaction records. The reactants are C(C1=CC=CC=C1)(C1=CC=CC=C1)(C1=CC=CC=C1)NC=1SC=C(N1)/C(/C(=O)OCC)=N/O (ethyl 2-(2-tritylaminothiazol-4-yl)-2-((Z)hydroxyimino)acetate), C(C1=CC=CC=C1)Br (benzyl bromide), ester. Yields the product C(C1=CC=CC=C1)(C1=CC=CC=C1)(C1=CC=CC=C1)NC=1SC=C(N1)/C(/C(=O)O)=N/OCC1=CC=CC=C1 (2-(2-tritylaminothiazol-4-yl)-2-((Z)-benzyloxyimino)acetic acid). As a reaction SMILES: [C:1]([NH:20][C:21]1[S:22][CH:23]=[C:24](/[C:26](=[N:32]/[OH:33])/[C:27]([O:29]CC)=[O:28])[N:25]=1)([C:14]1[CH:19]=[CH:18][CH:17]=[CH:16][CH:15]=1)([C:8]1[CH:13]=[CH:12][CH:11]=[CH:10][CH:9]=1)[C:2]1[CH:7]=[CH:6][CH:5]=[CH:4][CH:3]=1.[CH2:34](Br)[C:35]1[CH:40]=[CH:39][CH:38]=[CH:37][CH:36]=1>>[C:1]([NH:20][C:21]1[S:22][CH:23]=[C:24](/[C:26](=[N:32]/[O:33][CH2:34][C:35]2[CH:40]=[CH:39][CH:38]=[CH:37][CH:36]=2)/[C:27]([OH:29])=[O:28])[N:25]=1)([C:14]1[CH:19]=[CH:18][CH:17]=[CH:16][CH:15]=1)([C:2]1[CH:3]=[CH:4][CH:5]=[CH:6][CH:7]=1)[C:8]1[CH:9]=[CH:10][CH:11]=[CH:12][CH:13]=1. Procedure: The starting material was prepared by reaction of ethyl 2-(2-tritylaminothiazol-4-yl)-2-((Z)hydroxyimino)acetate with benzyl bromide followed by hydrolysis of the ester to give 2-(2-tritylaminothiazol-4-yl)-2-((Z)-benzyloxyimino)acetic acid; n.m.r. in solvent C:-5.44(s, 2H); 6.69(s, 1H); 7.2-7.7(m, 20H). Reactants: CS(C)=O, NCc1cc(Cl)cc(Cl)c1, CC(C(=O)O)c1cccc2cnccc12, O=C(O)Cc1cccc2cnccc12. Product: CC(C(=O)NCc1cc(Cl)cc(Cl)c1)c1cccc2cnccc12. As a reaction SMILES: [CH3:40][S:41]([CH3:42])=[O:43].[Cl:1][c:2]1[cH:3][c:4]([CH2:5][NH2:6])[cH:7][c:8]([Cl:10])[cH:9]1.[cH:11]1[n:12][cH:13][cH:14][c:15]2[c:16]([CH:21]([C:22](=[O:23])[OH:24])[CH3:25])[cH:17][cH:18][cH:19][c:20]12.[cH:26]1[c:27]2[c:28]([c:29]([CH2:30][C:31]([OH:32])=[O:33])[cH:34][cH:35][cH:36]2)[cH:37][cH:38][n:39]1>>[Cl:1][c:2]1[cH:3][c:4]([CH2:5][NH:6][C:22]([CH:21]([c:16]2[c:15]3[cH:14][cH:13][n:12][cH:11][c:20]3[cH:19][cH:18][cH:17]2)[CH3:25])=[O:23])[cH:7][c:8]([Cl:10])[cH:9]1. The reactants are Oc1ccccc1Br, O=C([O-])[O-], CC(C)I, CC(C)O, [K+], [K+]. The product is CC(C)Oc1ccccc1Br. Reaction SMILES: [Br:1][c:2]1[c:3]([OH:8])[cH:4][cH:5][cH:6][cH:7]1.[C:9](=[O:10])([O-:11])[O-:12].[CH:15]([CH3:16])([CH3:17])[I:18].[CH:19]([OH:20])([CH3:21])[CH3:22].[K+:13].[K+:14]>>[Br:1][c:2]1[c:3]([O:8][CH:15]([CH3:16])[CH3:17])[cH:4][cH:5][cH:6][cH:7]1. Reactants: [Al+3], CC(=O)NCCc1ccccc1, ClCCl, CC(=O)Cl, [Cl-], [Cl-], [Cl-]. Product: CC(=O)NCCc1ccc(C(C)=O)cc1. As a reaction SMILES: [Al+3:18].[CH2:1]([CH2:2][c:3]1[cH:4][cH:5][cH:6][cH:7][cH:8]1)[NH:9][C:10]([CH3:11])=[O:12].[CH2:21]([Cl:22])[Cl:23].[CH3:13][C:14]([Cl:15])=[O:16].[Cl-:17].[Cl-:19].[Cl-:20]>>[CH2:1]([CH2:2][c:3]1[cH:4][cH:5][c:6]([C:14]([CH3:13])=[O:16])[cH:7][cH:8]1)[NH:9][C:10]([CH3:11])=[O:12]. Starting materials: C(C)(C)(C)OC(C(C)(SC=1SC=C(N1)CCNC1=NC=C(C=N1)C1=CC(=CC=C1)C(F)(F)F)C)=O (2-methyl-2-({4-[2-({5-[3-(trifluoromethyl)phenyl]pyrimidin-2-yl}amino)ethyl]-1,3-thiazol-2-yl}thio)propionic acid tert-butyl ester), ClCCl (dichloromethane), FC(C(=O)O)(F)F (trifluoroacetic acid). Run at time 20 hour. Product: Cl.CC(C(=O)O)(C)SC=1SC=C(N1)CCNC1=NC=C(C=N1)C1=CC(=CC=C1)C(F)(F)F (2-methyl-2-({4-[2-({5-[3-(trifluoromethyl)phenyl]pyrimidin-2-yl}amino)ethyl]-1,3-thiazol-2-yl}thio)propionic acid hydrochloride). RXN SMILES: C([O:5][C:6](=[O:35])[C:7]([CH3:34])([S:9][C:10]1[S:11][CH:12]=[C:13]([CH2:15][CH2:16][NH:17][C:18]2[N:23]=[CH:22][C:21]([C:24]3[CH:29]=[CH:28][CH:27]=[C:26]([C:30]([F:33])([F:32])[F:31])[CH:25]=3)=[CH:20][N:19]=2)[N:14]=1)[CH3:8])(C)(C)C.FC(F)(F)C(O)=O.[Cl:43]CCl>>[ClH:43].[CH3:34][C:7]([S:9][C:10]1[S:11][CH:12]=[C:13]([CH2:15][CH2:16][NH:17][C:18]2[N:23]=[CH:22][C:21]([C:24]3[CH:29]=[CH:28][CH:27]=[C:26]([C:30]([F:33])([F:31])[F:32])[CH:25]=3)=[CH:20][N:19]=2)[N:14]=1)([CH3:8])[C:6]([OH:35])=[O:5] |f:3.4|. Procedure details: 2-Methyl-2-({4-[2-({5-[3-(trifluoromethyl)phenyl]pyrimidin-2-yl}amino)ethyl]-1,3-thiazol-2-yl}thio)propionic acid tert-butyl ester (190 mg) obtained in Example 164-1 was dissolved in dichloromethane (4 mL), trifluoroacetic acid (4 mL) was added, and the mixture was stirred at room temperature for 20 hr. The reaction mixture was concentrated under reduced pressure, and the residue was purified by silica gel chromatography (elution solvent; hexane:ethyl acetate=1:1 to 0:1). The obtained compound w... Starting materials: C(C)(C)N(C(C=C(C1=CC=CC=C1)C1=C(C=CC=C1)C(F)(F)F)=O)C(C)C (N,N-diisopropyl-3-(2-trifluoromethylphenyl)-3-phenylpropenamide). The reagents and catalysts are [Pd] (Pd/C). Run in C(C)O (ethanol). The product is C(C)(C)N(C(CC(C1=CC=CC=C1)C1=C(C=CC=C1)C(F)(F)F)=O)C(C)C (N,N-Diisopropyl-3-(2-trifluoromethylphenyl)-3-phenylpropanamide). RXN SMILES: [CH:1]([N:4]([CH:25]([CH3:27])[CH3:26])[C:5](=[O:24])[CH:6]=[C:7]([C:14]1[CH:19]=[CH:18][CH:17]=[CH:16][C:15]=1[C:20]([F:23])([F:22])[F:21])[C:8]1[CH:13]=[CH:12][CH:11]=[CH:10][CH:9]=1)([CH3:3])[CH3:2]>C(O)C.[Pd]>[CH:25]([N:4]([CH:1]([CH3:3])[CH3:2])[C:5](=[O:24])[CH2:6][CH:7]([C:14]1[CH:19]=[CH:18][CH:17]=[CH:16][C:15]=1[C:20]([F:22])([F:23])[F:21])[C:8]1[CH:13]=[CH:12][CH:11]=[CH:10][CH:9]=1)([CH3:27])[CH3:26]. Reported procedure: A solution of N,N-diisopropyl-3-(2-trifluoromethylphenyl)-3-phenylpropenamide (2.95 g, 8.1 mmol) in ethanol (50 mL) was hydrogenated over Pd/C (10%, 300 mg) at normal pressure for 24 h. The catalyst was filtered off, the solvent partly evaporated and the product collected after crystallisation. Yield 1.78 g (60%). 1H NMR (CDCl3-d) δ1.16 (m, 6H), 1.30 (m, 6H), 2.86 (dd, 1H), 3.11 (dd, 1H), 3.41 (m, 1H), 4.03 (m, 1H), 5.12 (m,1H) and 7.10-7.78 (m, 9H).